This data is from the Open Reaction Database (ORD), a public repository of structured organic reaction records. The task is: describe an organic reaction: reactants, conditions, products, and yield Starting materials: O=C([O-])[O-], COCCOC, CCOC(C)=O, OB(O)c1cc(F)ncc1Cl, O=S(=O)(Oc1ccc(F)c(NCC2CCOCC2)n1)C(F)(F)F, [Na+], [Na+], [Na+], O=C([O-])O. The product is Fc1cc(-c2ccc(F)c(NCC3CCOCC3)n2)c(Cl)cn1. As a reaction SMILES: [C:35](=[O:36])([O-:37])[O-:38].[CH3:41][O:42][CH2:43][CH2:44][O:45][CH3:46].[CH3:47][CH2:48][O:49][C:50]([CH3:51])=[O:52].[Cl:24][c:25]1[c:26]([B:32]([OH:33])[OH:34])[cH:27][c:28]([F:31])[n:29][cH:30]1.[F:1][C:2]([F:3])([F:4])[S:5]([O:6][c:7]1[n:8][c:9]([NH:14][CH2:15][CH:16]2[CH2:17][CH2:18][O:19][CH2:20][CH2:21]2)[c:10]([F:13])[cH:11][cH:12]1)(=[O:22])=[O:23].[Na+:39].[Na+:40].[Na+:57].[O-:53][C:54]([OH:55])=[O:56]>>[c:7]1(-[c:26]2[c:25]([Cl:24])[cH:30][n:29][c:28]([F:31])[cH:27]2)[n:8][c:9]([NH:14][CH2:15][CH:16]2[CH2:17][CH2:18][O:19][CH2:20][CH2:21]2)[c:10]([F:13])[cH:11][cH:12]1.